From a dataset of the Open Reaction Database (ORD), a public repository of structured organic reaction records. describe an organic reaction: reactants, conditions, products, and yield Reactants: C[O-].[Na+] (Sodium methoxide), FC1=CC=C(C=C1)C=1OC2=C(C1C(NC)=O)C=C(C=C2)C=2C=C(C(=O)OC)C=CC2 (methyl 3-(2-(4-fluorophenyl)-3-(methylcarbamoyl)benzofuran-5-yl)benzoate), O\N=C(\C1=CC=CC=C1)/N ((Z)-N′-hydroxybenzimidamide). Solvent: CCO (EtOH). Product: FC1=CC=C(C=C1)C=1OC2=C(C1C(=O)NC)C=C(C=C2)C2=CC(=CC=C2)C2=NC(=NO2)C2=CC=CC=C2 (2-(4-Fluorophenyl)-N-methyl-5-(3-(3-phenyl-1,2,4-oxadiazol-5-yl)phenyl)benzofuran-3-carboxamide). Isolated yield 14.3%. RXN SMILES: C[O-].[Na+].[F:4][C:5]1[CH:10]=[CH:9][C:8]([C:11]2[O:12][C:13]3[CH:23]=[CH:22][C:21]([C:24]4[CH:25]=[C:26]([CH:31]=[CH:32][CH:33]=4)[C:27](OC)=[O:28])=[CH:20][C:14]=3[C:15]=2[C:16](=[O:19])[NH:17][CH3:18])=[CH:7][CH:6]=1.O/[N:35]=[C:36](\[NH2:43])/[C:37]1[CH:42]=[CH:41][CH:40]=[CH:39][CH:38]=1>CCO>[F:4][C:5]1[CH:6]=[CH:7][C:8]([C:11]2[O:12][C:13]3[CH:23]=[CH:22][C:21]([C:24]4[CH:33]=[CH:32][CH:31]=[C:26]([C:27]5[O:28][N:43]=[C:36]([C:37]6[CH:42]=[CH:41][CH:40]=[CH:39][CH:38]=6)[N:35]=5)[CH:25]=4)=[CH:20][C:14]=3[C:15]=2[C:16]([NH:17][CH3:18])=[O:19])=[CH:9][CH:10]=1 |f:0.1|. Reported procedure: Sodium methoxide (33 mg, 0.620 mmol) was added to a stirring slurry of methyl 3-(2-(4-fluorophenyl)-3-(methylcarbamoyl)benzofuran-5-yl)benzoate (50 mg, 0.124 mmol) and (Z)-N′-hydroxybenzimidamide (51 mg, 0.372 mmol) in EtOH (2.5 mL) at rt. The mixture was subjected to microwave irradiation for 5 min at 160° C. The mixture was concentrated and purified by preparative reverse phase HPLC on a C18 column using a suitably buffered H2O/CH3CN gradient, and concentrated to give the titled compound (8.7 ... Starting materials: CN1C(=NC2=C1C=CC=C2)C2CCN(CC2)C(=O)OC(C)(C)C (tert-butyl 4-(1-methyl-1H-benzimidazol-2-yl)piperidine-1-carboxylate), C(Cl)Cl (DCM), C(C)(=O)OCC (ethyl acetate). Conditions: time 30 minute. Yields the product [Cl-].CN1C(=NC2=C1C=CC=C2)C2CC[NH2+]CC2 (4-(1-methyl-1H-benzimidazol-2-yl)piperidinium chloride). As a reaction SMILES: [CH3:1][N:2]1[C:6]2[CH:7]=[CH:8][CH:9]=[CH:10][C:5]=2[N:4]=[C:3]1[CH:11]1[CH2:16][CH2:15][N:14](C(OC(C)(C)C)=O)[CH2:13][CH2:12]1.C(OCC)(=O)C.C(Cl)[Cl:31]>>[Cl-:31].[CH3:1][N:2]1[C:6]2[CH:7]=[CH:8][CH:9]=[CH:10][C:5]=2[N:4]=[C:3]1[CH:11]1[CH2:16][CH2:15][NH2+:14][CH2:13][CH2:12]1 |f:3.4|. Procedure: The above piperidine (50.0 mg, 0.160 mmol) was dissolved in DCM (5 mL) and ethyl acetate (5 mL) and cooled to 0° C. Hydrogen chloride gas was bubbled through the solution for 30 seconds, which was stirred for 30 minutes before warming to ambient temperature. The reaction mixture was concentrated to dryness to afford 4-(1-methyl-1H-benzimidazol-2-yl)piperidinium chloride. RXN SMILES: [N:1]([CH2:4][C:5]([NH:7][CH2:8][CH:9]1[O:15][CH:14]2[N:11]([C:12](=[O:16])[CH2:13]2)[CH2:10]1)=[O:6])=[N+:2]=[N-:3].[CH3:17][C:18](C)=O>>[N:1]1([CH2:4][C:5]([NH:7][CH2:8][CH:9]2[O:15][CH:14]3[N:11]([C:12](=[O:16])[CH2:13]3)[CH2:10]2)=[O:6])[CH:18]=[CH:17][N:3]=[N:2]1. Product: N1(N=NC=C1)CC(=O)NCC1CN2C(CC2O1)=O ((3RS,5RS)-3-[N-(1,2,3-Triazole-1-yl)acetylaminomethyl]-4-oxa-1-azabicyclo[3.2.0]heptan-7-one). Reactants: N(=[N+]=[N-])CC(=O)NCC1CN2C(CC2O1)=O ((3RS,5RS)-3-[N-(Azidoacetyl)aminomethyl]-4-oxa-1-azabicyclo[3.2.0]heptan-7-one), CC(=O)C (Acetone). The yield is 69.0%. Procedure: 150 mg of (3RS,5RS)-3-[N-(Azidoacetyl)aminomethyl]-4-oxa-1-azabicyclo[3.2.0]heptan-7-one was dissolved in 10 ml of Acetone and Acetylene was bubbled at -78° C. for 5 minutes. The reaction mixture was heated at 60-70° C. in seal tube for 17 hrs. After reaction completed, solvent was removed in vacuo and the residue was purified by silicagel column chromatography (Ethyl acetate+Acetone 3:1). The title compound was obtained as oil. Reaction conditions: temperature 65 celsius. Starting materials: O=C(O)C=CC(=O)O, CCOC(=O)C(CCc1ccccc1)NC(C)C(=O)N1C(C(=O)OCc2ccccc2)CC2CCCC21, CCOCC, CCOC(C)=O, CCCCOC(C)=O, O=C(O)C=CC(=O)O. The product is CCOC(=O)C(CCc1ccccc1)NC(C)C(=O)N1C(C(=O)O)CC2CCCC21. As a reaction SMILES: [C:22]([OH:23])(=[O:24])[CH:25]=[CH:26][C:27]([OH:28])=[O:29].[CH2:30]([c:31]1[cH:32][cH:33][cH:34][cH:35][cH:36]1)[O:37][C:38](=[O:39])[CH:40]1[CH2:41][CH:42]2[CH:43]([N:44]1[C:45]([CH:46]([CH3:47])[NH:48][CH:49]([CH2:50][CH2:51][c:52]1[cH:53][cH:54][cH:55][cH:56][cH:57]1)[C:58](=[O:59])[O:60][CH2:61][CH3:62])=[O:63])[CH2:64][CH2:65][CH2:66]2.[CH3:17][CH2:18][O:19][CH2:20][CH3:21].[CH3:67][CH2:68][O:69][C:70](=[O:71])[CH3:72].[CH3:9][CH2:10][CH2:11][CH2:12][O:13][C:14](=[O:15])[CH3:16].[OH:1][C:2]([CH:3]=[CH:4][C:5](=[O:6])[OH:7])=[O:8]>>[O:37]=[C:38]([OH:39])[CH:40]1[CH2:41][CH:42]2[CH:43]([N:44]1[C:45]([CH:46]([CH3:47])[NH:48][CH:49]([CH2:50][CH2:51][c:52]1[cH:53][cH:54][cH:55][cH:56][cH:57]1)[C:58](=[O:59])[O:60][CH2:61][CH3:62])=[O:63])[CH2:64][CH2:65][CH2:66]2. The reactants are C1(=CC=C(C=C1)S(=O)(=O)N1[C@H](C(=O)O)CCC1)C (N-(Toluene-4-sulfonyl)-L-proline), N[C@@H](CC1=CC=CC=C1)C(=O)N (L-phenylalanine amide). Product: C1(=CC=C(C=C1)S(=O)(=O)N1[C@H](C(=O)N[C@@H](CC2=CC=CC=C2)C(=O)N)CCC1)C (N-(toluene-4-sulfonyl)-L-prolyl-L-phenylalanine amide). RXN SMILES: [C:1]1([CH3:18])[CH:6]=[CH:5][C:4]([S:7]([N:10]2[CH2:17][CH2:16][CH2:15][C@H:11]2[C:12]([OH:14])=O)(=[O:9])=[O:8])=[CH:3][CH:2]=1.[NH2:19][C@H:20]([C:28]([NH2:30])=[O:29])[CH2:21][C:22]1[CH:27]=[CH:26][CH:25]=[CH:24][CH:23]=1>>[C:1]1([CH3:18])[CH:2]=[CH:3][C:4]([S:7]([N:10]2[CH2:17][CH2:16][CH2:15][C@H:11]2[C:12]([NH:19][C@H:20]([C:28]([NH2:30])=[O:29])[CH2:21][C:22]2[CH:27]=[CH:26][CH:25]=[CH:24][CH:23]=2)=[O:14])(=[O:8])=[O:9])=[CH:5][CH:6]=1. Procedure details: N-(Toluene-4-sulfonyl)-L-proline was reacted with L-phenylalanine amide using the procedure described in Method 12 to yield N-(toluene-4-sulfonyl)-L-prolyl-L-phenylalanine amide. To a solution of NaH (60% mineral oil—prewashed with THF) in THF at 0° C. was added N-(toluene-4-sulfonyl)-L-prolyl-L-phenylalanine amide and the reaction was stirred at 0° C. for 45 minutes. Toluene-4-sulfonyl chloride was added and the reaction was stirred for 16 hours at room temperature. The reaction mixture was ext...